describe an organic reaction: reactants, conditions, products, and yield From a dataset of the Open Reaction Database (ORD), a public repository of structured organic reaction records. Starting materials: C(C1=CC=CC=C1)OC1=NC(=NC=C1C(=O)OCC)SC (ethyl 4-(benzyloxy)-2-(methylthio)pyrimidine-5-carboxylate), [H-].[Al+3].[Li+].[H-].[H-].[H-] (lithium aluminum hydride), C(O)([O-])=O.[Na+] (sodium hydrogencarbonate), C(C)(=O)OCC (ethyl acetate). Run in O1CCCC1 (tetrahydrofuran). Run at time 45 minute. Product: C(C1=CC=CC=C1)OC1=NC(=NC=C1CO)SC ((4-(benzyloxy)-2-(methylthio)pyrimidin-5-yl)methanol). Reaction SMILES: [CH2:1]([O:8][C:9]1[C:14]([C:15](OCC)=[O:16])=[CH:13][N:12]=[C:11]([S:20][CH3:21])[N:10]=1)[C:2]1[CH:7]=[CH:6][CH:5]=[CH:4][CH:3]=1.[H-].[Al+3].[Li+].[H-].[H-].[H-].C(=O)([O-])O.[Na+].C(OCC)(=O)C>O1CCCC1>[CH2:1]([O:8][C:9]1[C:14]([CH2:15][OH:16])=[CH:13][N:12]=[C:11]([S:20][CH3:21])[N:10]=1)[C:2]1[CH:3]=[CH:4][CH:5]=[CH:6][CH:7]=1 |f:1.2.3.4.5.6,7.8|. Procedure: To a solution of ethyl 4-(benzyloxy)-2-(methylthio)pyrimidine-5-carboxylate (S25, 3.02 g) in tetrahydrofuran (50 mL), lithium aluminum hydride (1.51 g) was added portionwise under ice cooling, and the mixture was stirred at the same temperature for 45 minutes. To the reaction mixture, saturated aqueous sodium hydrogencarbonate (300 mL) and ethyl acetate (200 mL) were added. The insoluble matter was removed by filtration through Cerite. The organic layer was separated, washed successively with wa... The reactants are O=C([O-])[O-], CN(C)C=O, ClCC#Cc1cccnc1, Cl, O=C(c1cc(C(F)(F)F)cc(C(F)(F)F)c1)N1CCNCC1Cc1c[nH]c2ccccc12, [K+], [K+], O. Product: O=C(c1cc(C(F)(F)F)cc(C(F)(F)F)c1)N1CCN(CC#Cc2cccnc2)CC1Cc1c[nH]c2ccccc12. RXN SMILES: [C:44](=[O:45])([O-:46])[O-:47].[CH3:51][N:52]([CH3:53])[CH:54]=[O:55].[Cl:34][CH2:35][C:36]#[C:37][c:38]1[cH:39][n:40][cH:41][cH:42][cH:43]1.[ClH:33].[F:1][C:2]([c:3]1[cH:4][c:5]([C:6](=[O:7])[N:8]2[CH:9]([CH2:14][c:15]3[cH:16][nH:17][c:18]4[cH:19][cH:20][cH:21][cH:22][c:23]34)[CH2:10][NH:11][CH2:12][CH2:13]2)[cH:24][c:25]([C:27]([F:28])([F:29])[F:30])[cH:26]1)([F:31])[F:32].[K+:48].[K+:49].[OH2:50]>>[F:1][C:2]([c:3]1[cH:4][c:5]([C:6](=[O:7])[N:8]2[CH:9]([CH2:14][c:15]3[cH:16][nH:17][c:18]4[cH:19][cH:20][cH:21][cH:22][c:23]34)[CH2:10][N:11]([CH2:35][C:36]#[C:37][c:38]3[cH:39][n:40][cH:41][cH:42][cH:43]3)[CH2:12][CH2:13]2)[cH:24][c:25]([C:27]([F:28])([F:29])[F:30])[cH:26]1)([F:31])[F:32]. Reactants: BrC1=C(C=C(C(=C1)C)C(F)(F)F)[N+](=O)[O-] (1-Bromo-5-methyl-2-nitro-4-trifluoromethyl-benzene), [Cu]C#N (copper(I) cyanide), Cl (HCl). Solvent: CN1C(CCC1)=O (1-methyl-2-pyrrolidone). Conditions: temperature 150 celsius, time 30 minute. Product: CC=1C(=CC(=C(C#N)C1)[N+](=O)[O-])C(F)(F)F (5-Methyl-2-nitro-4-trifluoromethyl-benzonitrile). Isolated yield 88.1%. Reaction SMILES: Br[C:2]1[CH:7]=[C:6]([CH3:8])[C:5]([C:9]([F:12])([F:11])[F:10])=[CH:4][C:3]=1[N+:13]([O-:15])=[O:14].[Cu][C:17]#[N:18].Cl>CN1CCCC1=O>[CH3:8][C:6]1[C:5]([C:9]([F:12])([F:11])[F:10])=[CH:4][C:3]([N+:13]([O-:15])=[O:14])=[C:2]([CH:7]=1)[C:17]#[N:18]. Procedure details: A mixture of 1-bromo-5-methyl-2-nitro-4-trifluoromethyl-benzene from step 2 (49.80 g, 175 mmol) and copper(I) cyanide (16.5 g, 184 mmol) in 1-methyl-2-pyrrolidone (NMP) (180 mL) was heated up to 150° C. and stirred for 30 min under nitrogen atmosphere. The mixture was cooled to 23° C. and poured into 1 N HCl, extracted with TBME, washed with brine and dried over Na2SO4. Removal of the solvent in vacuum left a brown oil, which was purified by silica gel column chromatography with heptane/ethyl ac...